This data is from the Open Reaction Database (ORD), a public repository of structured organic reaction records. The task is: describe an organic reaction: reactants, conditions, products, and yield The reactants are COC(=O)C(CC1CCCCC1)N1CC(Oc2ccccc2OCc2ccccc2)=CC1=O, [Li+], C1CCOC1, [OH-], O. Product: O=C(O)C(CC1CCCCC1)N1CC(Oc2ccccc2OCc2ccccc2)=CC1=O. RXN SMILES: [CH3:1][O:2][C:3]([CH:4]([CH2:5][CH:6]1[CH2:7][CH2:8][CH2:9][CH2:10][CH2:11]1)[N:12]1[C:13](=[O:32])[CH:14]=[C:15]([O:17][c:18]2[c:19]([O:24][CH2:25][c:26]3[cH:27][cH:28][cH:29][cH:30][cH:31]3)[cH:20][cH:21][cH:22][cH:23]2)[CH2:16]1)=[O:33].[Li+:34].[O:37]1[CH2:38][CH2:39][CH2:40][CH2:41]1.[OH-:35].[OH2:36]>>[O:2]=[C:3]([CH:4]([CH2:5][CH:6]1[CH2:7][CH2:8][CH2:9][CH2:10][CH2:11]1)[N:12]1[C:13](=[O:32])[CH:14]=[C:15]([O:17][c:18]2[c:19]([O:24][CH2:25][c:26]3[cH:27][cH:28][cH:29][cH:30][cH:31]3)[cH:20][cH:21][cH:22][cH:23]2)[CH2:16]1)[OH:33]. Starting materials: N (Ammonia), C1(=CC=CC=C1)S(=O)(=O)N1C(=CC=2C(=NC=CC21)Cl)CN2C([C@H](CC2)NS(=O)(=O)C2=CC1=C(S2)C=C(C=C1)Cl)=O (6-chloro-benzo[b]thiophene-2-sulfonic acid[1-(1-benzenesulfonyl-4-chloro-1H-pyrrolo[3,2-c]pyridin-2-ylmethyl)-2-oxopyrrolidin-3-(S)-yl]-amide). The solvent is CO (MeOH). Product: ClC1=NC=CC2=C1C=C(N2)CN2C([C@H](CC2)NS(=O)(=O)C2=CC1=C(S2)C=C(C=C1)Cl)=O (6-Chloro-benzo[b]thiophene-2-sulfonic Acid [1-(4-Chloro-1H-pyrrolo[3,2-c]pyridin-2-ylmethyl)-2-oxopyrrolidin-3-(S)-yl]-amide). Isolated yield 59.1%. As a reaction SMILES: N.C1(S([N:11]2[C:19]3[CH:18]=[CH:17][N:16]=[C:15]([Cl:20])[C:14]=3[CH:13]=[C:12]2[CH2:21][N:22]2[CH2:26][CH2:25][C@H:24]([NH:27][S:28]([C:31]3[S:35][C:34]4[CH:36]=[C:37]([Cl:40])[CH:38]=[CH:39][C:33]=4[CH:32]=3)(=[O:30])=[O:29])[C:23]2=[O:41])(=O)=O)C=CC=CC=1>CO>[Cl:20][C:15]1[C:14]2[CH:13]=[C:12]([CH2:21][N:22]3[CH2:26][CH2:25][C@H:24]([NH:27][S:28]([C:31]4[S:35][C:34]5[CH:36]=[C:37]([Cl:40])[CH:38]=[CH:39][C:33]=5[CH:32]=4)(=[O:29])=[O:30])[C:23]3=[O:41])[NH:11][C:19]=2[CH:18]=[CH:17][N:16]=1. Reported procedure: Ammonia gas is bubbled for 5 minutes into a solution of 6-chloro-benzo[b]thiophene-2-sulfonic acid[1-(1-benzenesulfonyl-4-chloro-1H-pyrrolo[3,2-c]pyridin-2-ylmethyl)-2-oxopyrrolidin-3-(S)-yl]-amide (0.14 g, 0.22 mmol) in MeOH (10 mL). The solution is refluxed overnight then concentrated to dryness. The crude product is purified by column chromatography eluting with 5% MeOH/CH2Cl2 to give the product (0.065 g, 0.13 mmol) as a white solid. Reactants: BrC1=CC2=C(C(=NO2)C)C=C1 (6-bromo-3-methyl-1,2-benzisoxazole), CC1=C(C=C(C(=O)NC2=CC(=CC=C2)N2CCOCC2)C=C1)B1OC(C(O1)(C)C)(C)C (4-methyl-N-(3-morpholin-4-yl-phenyl)-3-(4,4,5,5-tetramethyl-[1,3,2]dioxaborolan-2-yl)-benzamide), CC1=C(C=C(C(=O)NC2=CC(=CC=C2)N2CCOCC2)C=C1)B1OC(C(O1)(C)C)(C)C (4-methyl-N-(3-morpholin-4-yl-phenyl)-3-(4,4,5,5-tetramethyl-[1,3,2]dioxaborolan-2-yl)-benzamide). Yields the product CC1=C(C=C(C(=O)NC2=CC(=CC=C2)N2CCOCC2)C=C1)C1=CC2=C(C(=NO2)C)C=C1 (4-Methyl-3-(3-methyl-1,2-benzisoxazol-6-yl)-N-(3-morpholin-4-ylphenyl)benzamide). RXN SMILES: Br[C:2]1[CH:11]=[CH:10][C:5]2[C:6]([CH3:9])=[N:7][O:8][C:4]=2[CH:3]=1.[CH3:12][C:13]1[CH:33]=[CH:32][C:16]([C:17]([NH:19][C:20]2[CH:25]=[CH:24][CH:23]=[C:22]([N:26]3[CH2:31][CH2:30][O:29][CH2:28][CH2:27]3)[CH:21]=2)=[O:18])=[CH:15][C:14]=1B1OC(C)(C)C(C)(C)O1>>[CH3:12][C:13]1[CH:14]=[CH:15][C:16]([C:17]([NH:19][C:20]2[CH:25]=[CH:24][CH:23]=[C:22]([N:26]3[CH2:27][CH2:28][O:29][CH2:30][CH2:31]3)[CH:21]=2)=[O:18])=[CH:32][C:33]=1[C:2]1[CH:11]=[CH:10][C:5]2[C:6]([CH3:9])=[N:7][O:8][C:4]=2[CH:3]=1. Procedure: Example 7 was prepared in a similar manner to Example 4 using 6-bromo-3-methyl-1,2-benzisoxazole (11 mg) and 4-methyl-N-(3-morpholin-4-yl-phenyl)-3-(4,4,5,5-tetramethyl-[1,3,2]dioxaborolan-2-yl)-benzamide (Intermediate 9, 21 mg) to give the title compound as an oil (9.6 mg). The yield is 45.2%. Procedure details: The crude material containing 2-(2-(3-nitrophenyl)acetyl)malononitrile was dissolved in H2O (7 mL) and 1,4-dioxane (42 mL), to which NaHCO3 (11.5 g, 138 mmol) and dimethyl sulfate (10.5 mL, 110 mmol) were added. The reaction mixture was heated to 80° C. and left stirring for 12 hours. The reaction mixture was diluted with EtOAc (100 mL) and brine (100 mL). The aqueous portion was extracted with EtOAc (3×100 mL). The combined organic fractions were dried over MgSO4, filtered, and concentrated in ... Reaction SMILES: [N+:1]([C:4]1[CH:5]=[C:6]([CH2:10][C:11]([CH:13]([C:16]#[N:17])[C:14]#[N:15])=[O:12])[CH:7]=[CH:8][CH:9]=1)([O-:3])=[O:2].[C:18]([O-])(O)=O.[Na+].S(OC)(OC)(=O)=O>O.O1CCOCC1.CCOC(C)=O.[Cl-].[Na+].O>[CH3:18][O:12][C:11](=[C:13]([C:16]#[N:17])[C:14]#[N:15])[CH2:10][C:6]1[CH:7]=[CH:8][CH:9]=[C:4]([N+:1]([O-:3])=[O:2])[CH:5]=1 |f:1.2,7.8.9|. The product is COC(CC1=CC(=CC=C1)[N+](=O)[O-])=C(C#N)C#N (2-(1-methoxy-2-(3-nitrophenyl)ethylidene)malononitrile). Reactants: crude material, [N+](=O)([O-])C=1C=C(C=CC1)CC(=O)C(C#N)C#N (2-(2-(3-nitrophenyl)acetyl)malononitrile), C(=O)(O)[O-].[Na+] (NaHCO3), S(=O)(=O)(OC)OC (dimethyl sulfate). Reaction conditions: temperature 80 celsius, time 12 hour. Solvent: CCOC(=O)C (EtOAc), [Cl-].[Na+].O (brine), O (H2O), O1CCOCC1 (1,4-dioxane).